This data is from the Open Reaction Database (ORD), a public repository of structured organic reaction records. The task is: describe an organic reaction: reactants, conditions, products, and yield Procedure details: To a solution of the compound obtained in Step 1 (228 mg, 0.88 mmol) in DMF (6 mL) was added sodium hydride (60% in oil, 126 mg, 2.63 mmol) at 0° C. The reaction mixture was stirred at room temperature for 30 min, and benzyl bromide (0.156 mL, 1.31 mmol) was added thereto at 0° C. The reaction mixture was stirred at room temperature for 14 hr, to the reaction solution was added water, and the mixture was extracted with ethyl acetate. The organic layer was washed with water and saturated brine, a... Reaction conditions: time 30 minute. RXN SMILES: [C:1]([C:3]1[CH:8]=[CH:7][C:6]([NH:9][C:10](=[O:19])[CH2:11][CH:12]([CH3:18])[CH2:13][C:14]([O:16][CH3:17])=[O:15])=[CH:5][CH:4]=1)#[N:2].[H-].[Na+].[CH2:22](Br)[C:23]1[CH:28]=[CH:27][CH:26]=[CH:25][CH:24]=1.O>CN(C=O)C>[CH2:22]([N:9]([C:6]1[CH:5]=[CH:4][C:3]([C:1]#[N:2])=[CH:8][CH:7]=1)[C:10](=[O:19])[CH2:11][CH:12]([CH3:18])[CH2:13][C:14]([O:16][CH3:17])=[O:15])[C:23]1[CH:28]=[CH:27][CH:26]=[CH:25][CH:24]=1 |f:1.2|. The reactants are C(#N)C1=CC=C(C=C1)NC(CC(CC(=O)OC)C)=O (methyl 5-(4-cyanophenylamino)-3-methyl-5-oxopentanoate), [H-].[Na+] (sodium hydride), O (water), C(C1=CC=CC=C1)Br (benzyl bromide). Isolated yield 26.1%. The solvent is CN(C)C=O (DMF). Product: C(C1=CC=CC=C1)N(C(CC(CC(=O)OC)C)=O)C1=CC=C(C=C1)C#N (methyl 5-(benzyl(4-cyanophenyl)amino)-3-methyl-5-oxopentanoate). Starting materials: solution, C(CCC)[Li] (n-butyllithium), C1(=CC=CC=C1)C (toluene), 6.32, [Cl-].[Zr+4].[Cl-].[Cl-].[Cl-] (zirconium (IV) chloride), C1CCOC1 (THF). Solvent: CCCCCC (hexane). Conditions: time 45 minute. Yields the product O1CCCC1.O1CCCC1.[Cl-].[Zr+2].[Cl-].[Cl-].[Li+] (Zirconium (II) Chloride Bis (Tetrahydrofuran) Lithium Chloride). As a reaction SMILES: [Cl-:1].[Zr+4:2].[Cl-].[Cl-].[Cl-].[CH2:6]1[CH2:10][O:9][CH2:8][CH2:7]1.C1(C)C=CC=CC=1.C([Li:22])CCC>CCCCCC>[O:9]1[CH2:10][CH2:6][CH2:7][CH2:8]1.[O:9]1[CH2:10][CH2:6][CH2:7][CH2:8]1.[Cl-:1].[Zr+2:2].[Cl-:1].[Cl-:1].[Li+:22] |f:0.1.2.3.4,9.10.11.12.13.14.15|. Procedure details: Under argon and moisture-free conditions, 6.32 (27.1 mmol) of zirconium (IV) chloride were cooled to −78° C., and 175 mL of THF were slowly added. After addition the milky slurry was allowed to warm up to room temperature and was stirred for 45 minutes. At this point, 50 mL of toluene were added and the mixture was cooled again to −78° C. Then, over a period of 30 min, 36 mL of a 1.6 M solution of n-butyllithium in hexane was gradually introduced. The suspension turned from white to yellow and t...